Task: describe an organic reaction: reactants, conditions, products, and yield. Dataset: the Open Reaction Database (ORD), a public repository of structured organic reaction records Starting materials: BrC=1C=C(C=O)C=C(C1O)OCC (3-bromo-5-ethoxy-4-hydroxy benzaldehyde), COC(C1=CC(=CC=C1)CBr)=O (3-bromomethyl-benzoic acid methyl ester). The product is COC(C1=CC(=CC=C1)COC1=C(C=C(C=C1OCC)C=O)Br)=O (3-(2-Bromo-6-ethoxy-4-formyl-phenoxymethyl)-benzoic acid methyl ester). Procedure details: Alkylation of 3-bromo-5-ethoxy-4-hydroxy benzaldehyde (2 g) with 3-bromomethyl-benzoic acid methyl ester (2.06 g) was performed according to the method described in example 1a. The residue was chromatographed on silica gel in heptane/ethyl acetate=7/3 (v/v) as eluent. Yield: 2.42 g. MS-ESI: [M+H]+=393/395 As a reaction SMILES: [Br:1][C:2]1[CH:3]=[C:4]([CH:7]=[C:8]([O:11][CH2:12][CH3:13])[C:9]=1[OH:10])[CH:5]=[O:6].[CH3:14][O:15][C:16](=[O:25])[C:17]1[CH:22]=[CH:21][CH:20]=[C:19]([CH2:23]Br)[CH:18]=1>>[CH3:14][O:15][C:16](=[O:25])[C:17]1[CH:22]=[CH:21][CH:20]=[C:19]([CH2:23][O:10][C:9]2[C:8]([O:11][CH2:12][CH3:13])=[CH:7][C:4]([CH:5]=[O:6])=[CH:3][C:2]=2[Br:1])[CH:18]=1.